Dataset: the Open Reaction Database (ORD), a public repository of structured organic reaction records. Task: describe an organic reaction: reactants, conditions, products, and yield Reactants: NC1=CC(=NN1C1=CC=CC=C1)C#N (5-amino-1-phenyl-1H-pyrazole-3-carbonitrile), N1=CC=CC=C1 (pyridine), BrC=1C=CC(=C(C(=O)O)C1)Cl (5-bromo-2-chlorobenzoic acid), CCCP(=O)=O (propylphosphonic anhydride), C([O-])([O-])=O.[K+].[K+] (potassium carbonate). The solvent is CC1OCCC1 (2-methyltetrahydrofuran), CCOC(=O)C (EtOAc). Reaction conditions: temperature 85 celsius, time 48 hour. Product: BrC=1C=CC(=C(C(=O)NC2=CC(=NN2C2=CC=CC=C2)C#N)C1)Cl (5-bromo-2-chloro-N-(3-cyano-1-phenyl-1H-pyrazol-5-yl)benzamide). The yield is 73.4%. Reaction SMILES: [NH2:1][C:2]1[N:6]([C:7]2[CH:12]=[CH:11][CH:10]=[CH:9][CH:8]=2)[N:5]=[C:4]([C:13]#[N:14])[CH:3]=1.N1C=CC=CC=1.[Br:21][C:22]1[CH:23]=[CH:24][C:25]([Cl:31])=[C:26]([CH:30]=1)[C:27](O)=[O:28].CCCP(=O)=O.C(=O)([O-])[O-].[K+].[K+]>CC1CCCO1.CCOC(C)=O>[Br:21][C:22]1[CH:23]=[CH:24][C:25]([Cl:31])=[C:26]([CH:30]=1)[C:27]([NH:1][C:2]1[N:6]([C:7]2[CH:12]=[CH:11][CH:10]=[CH:9][CH:8]=2)[N:5]=[C:4]([C:13]#[N:14])[CH:3]=1)=[O:28] |f:4.5.6|. Reported procedure: To a solution of 5-amino-1-phenyl-1H-pyrazole-3-carbonitrile (Preparation 53, 400 mg, 2.17 mmol) in 2-methyltetrahydrofuran (12 mL) was added pyridine (524 uL, 6.51 mmol) and 5-bromo-2-chlorobenzoic acid (768 mg, 3.26 mmol). The mixture was heated to 85° C. and propylphosphonic anhydride (50% w/w in EtOAc, 3.10 mL, 4.34 mmol), was added dropwise. The reaction was heated at 85° C. for 16 hours, then stirred for 48 hours at room temperature. The reaction was quenched by the addition of 10% aqueous... Starting materials: NCC1CCC(CC1)(C1=CC=CC=C1)N(C)C ((4-aminomethyl-1-phenylcyclohexyl)dimethylamine), [Cl-].COC1=NC(=NC(=N1)OC)[N+]1(CCOCC1)C (4-(4,6-dimethoxy-1,3,5-triazin-2-yl)-4-methylmorpholinium chloride), N1(C=CC2=CC=CC=C12)CC(=O)O (indol-1-ylacetic acid). Run in CO (methanol). Product: CN(C1(CCC(CC1)CNC(CN1C=CC2=CC=CC=C12)=O)C1=CC=CC=C1)C (N-(4-dimethylamino-4-phenylcyclohexylmethyl)-2-indol-1-yl-acetamide). Reaction SMILES: [NH2:1][CH2:2][CH:3]1[CH2:8][CH2:7][C:6]([N:15]([CH3:17])[CH3:16])([C:9]2[CH:14]=[CH:13][CH:12]=[CH:11][CH:10]=2)[CH2:5][CH2:4]1.[Cl-].COC1N=C(OC)N=C([N+]2(C)CCOCC2)N=1.[N:36]1([CH2:45][C:46](O)=[O:47])[C:44]2[C:39](=[CH:40][CH:41]=[CH:42][CH:43]=2)[CH:38]=[CH:37]1>CO>[CH3:16][N:15]([CH3:17])[C:6]1([C:9]2[CH:10]=[CH:11][CH:12]=[CH:13][CH:14]=2)[CH2:5][CH2:4][CH:3]([CH2:2][NH:1][C:46](=[O:47])[CH2:45][N:36]2[C:44]3[C:39](=[CH:40][CH:41]=[CH:42][CH:43]=3)[CH:38]=[CH:37]2)[CH2:8][CH2:7]1 |f:1.2|. Reported procedure: A mixture of the diastereoisomers of (4-aminomethyl-1-phenylcyclohexyl)dimethylamine (465 mg, 2.0 mmol.) and 4-(4,6-dimethoxy-1,3,5-triazin-2-yl)-4-methylmorpholinium chloride (830 mg, 3 mmol.) was added to a solution of indol-1-ylacetic acid (350 mg, 2.0 mmol.) in abs. methanol (25 ml), and the reaction mixture was stirred for 2 d at RT. For working up, the mixture was concentrated, water (15 ml) was added to the residue, the pH was adjusted to 11 with 5M NaOH and extraction was carried out wit... Starting materials: N1C=NC(=C1)C=1C(=NOC1C)C1=CC=CC=C1 (4-(1H-imidazol-4-yl)-5-methyl-3-phenyl-isoxazole), ClC=1C=C(C=CC1)B(O)O (3-chlorophenylboronic acid). Product: ClC=1C=C(C=CC1)N1C=NC(=C1)C=1C(=NOC1C)C1=CC=CC=C1 (4-[1-(3-Chloro-phenyl)-1H-imidazol-4-yl]-5-methyl-3-phenyl-isoxazole). The yield is 29.0%. RXN SMILES: [NH:1]1[CH:5]=[C:4]([C:6]2[C:7]([C:12]3[CH:17]=[CH:16][CH:15]=[CH:14][CH:13]=3)=[N:8][O:9][C:10]=2[CH3:11])[N:3]=[CH:2]1.[Cl:18][C:19]1[CH:20]=[C:21](B(O)O)[CH:22]=[CH:23][CH:24]=1>>[Cl:18][C:19]1[CH:24]=[C:23]([N:1]2[CH:5]=[C:4]([C:6]3[C:7]([C:12]4[CH:13]=[CH:14][CH:15]=[CH:16][CH:17]=4)=[N:8][O:9][C:10]=3[CH3:11])[N:3]=[CH:2]2)[CH:22]=[CH:21][CH:20]=1. Procedure: As described for Example 3, 4-(1H-imidazol-4-yl)-5-methyl-3-phenyl-isoxazole (112.6 mg, 0.5 mmol) was converted, using 3-chlorophenylboronic acid instead of 4-fluorophenylboronic acid, to the title compound (49 mg, 29%) which was obtained as a white solid. MS (ESI): m/e=335.9 [M+H]+. The product is NC=1C=NC=CC1NCCCCO (3-Amino-4-(4-hydroxybutylamino)pyridine). RXN SMILES: [OH:1][CH2:2][CH2:3][CH2:4][CH2:5][NH:6][C:7]1[CH:12]=[CH:11][N:10]=[CH:9][C:8]=1[N+:13]([O-])=O>C(O)C.[Ni]>[NH2:13][C:8]1[CH:9]=[N:10][CH:11]=[CH:12][C:7]=1[NH:6][CH2:5][CH2:4][CH2:3][CH2:2][OH:1]. Procedure: 4-(4-Hyrdoxybutylamino)-3-nitropyridine (6 g) was dissolved in ethanol (60 cm3) containing Raney Ni catalyst (0.5 g) and then hydrogenated at room temperature for 3 hours under pressure (30 p.s.i.=206.8 kPa). The mixture was filtered under nitrogen and the filtrate was evaporated under vacuum to yield the crude product (5.5 g) which was used directly in the next step. Starting materials: OCCCCNC1=C(C=NC=C1)[N+](=O)[O-] (4-(4-Hyrdoxybutylamino)-3-nitropyridine). Run at time 3 hour. The solvent is C(C)O (ethanol). The reagents and catalysts are [Ni] (Ni). The yield is 106.8%. Reactants: [Na].C=1(C(O)=CC=CC1)OC (guaiacol sodium salt), C1(=CC=CC=C1)C(C=C)Cl (1-phenylallyl-chloride), O (water). Solvent: CN(C=O)C (dimethylformamide). Conditions: temperature 50 celsius, time 2 hour. Product: COC1=C(OC(C=C)C2=CC=CC=C2)C=CC=C1 (3-(2-methoxy-phenoxy)-3-phenyl-propylene). The yield is 99.2%. RXN SMILES: [Na].[C:2]1([O:9][CH3:10])[C:3](=[CH:5][CH:6]=[CH:7][CH:8]=1)[OH:4].[C:11]1([CH:17](Cl)[CH:18]=[CH2:19])[CH:16]=[CH:15][CH:14]=[CH:13][CH:12]=1.O>CN(C)C=O>[CH3:10][O:9][C:2]1[CH:8]=[CH:7][CH:6]=[CH:5][C:3]=1[O:4][CH:17]([C:11]1[CH:16]=[CH:15][CH:14]=[CH:13][CH:12]=1)[CH:18]=[CH2:19] |f:0.1,^1:0|. Procedure details: To a solution of 5 g of guaiacol sodium salt in 60 ml of dimethylformamide, 1-phenylallyl-chloride (5.22 g) (J.C.S. 1959, p. 2720) was added under a nitrogen atmosphere. The whole was stirred for 4 hours at room temperature and for two hours at 50° C., poured into water and extracted with ethyl ether. After standard working up, followed by chromatographic separation, 3-(2-methoxy-phenoxy)-3-phenyl-propylene (8.1 g; 98%) was obtained. Starting materials: C(CCC)P(C12CC3CC(CC(C1)C3)C2)C23CC1CC(CC(C2)C1)C3 (butyldi-1-adamantylphosphine), BrC1=CC(=CC(=N1)NC1=NC=CC(=C1)OC)C (6-bromo-N-(4-methoxypyridin-2-yl)-4-methylpyridin-2-amine), OC1(C=2C=CC(=CC2CCC1)C(=O)OC)C=1SC=CN1 (methyl 5-hydroxy-5-(thiazol-2-yl)-5,6,7,8-tetrahydronaphthalene-2-carboxylate), [F-].[Cs+] (CsF), C(C(C)(C)C)(=O)O (pivalic acid). Reagents/catalysts: CC(=O)[O-].CC(=O)[O-].[Pd+2] (Pd(OAc)2). Solvent: O1CCOCC1 (1,4-dioxane), O1CCOCC1 (1,4-dioxane). Conditions: time 10 minute. The product is OC1(C=2C=CC(=CC2CCC1)C(=O)OC)C=1SC(=CN1)C1=NC(=CC(=C1)C)NC1=NC=CC(=C1)OC (racemic methyl 5-hydroxy-5-(5-(6-((4-methoxypyridin-2-yl)amino)-4-methylpyridin-2-yl)thiazol-2-yl)-5,6,7,8-tetrahydronaphthalene-2-carboxylate). Isolated yield 31.8%. RXN SMILES: C(P(C12CC3CC(CC(C3)C1)C2)C12CC3CC(CC(C3)C1)C2)CCC.Br[C:27]1[N:32]=[C:31]([NH:33][C:34]2[CH:39]=[C:38]([O:40][CH3:41])[CH:37]=[CH:36][N:35]=2)[CH:30]=[C:29]([CH3:42])[CH:28]=1.[OH:43][C:44]1([C:58]2[S:59][CH:60]=[CH:61][N:62]=2)[CH2:53][CH2:52][CH2:51][C:50]2[CH:49]=[C:48]([C:54]([O:56][CH3:57])=[O:55])[CH:47]=[CH:46][C:45]1=2.[F-].[Cs+].C(O)(=O)C(C)(C)C>O1CCOCC1.CC([O-])=O.CC([O-])=O.[Pd+2]>[OH:43][C:44]1([C:58]2[S:59][C:60]([C:27]3[CH:28]=[C:29]([CH3:42])[CH:30]=[C:31]([NH:33][C:34]4[CH:39]=[C:38]([O:40][CH3:41])[CH:37]=[CH:36][N:35]=4)[N:32]=3)=[CH:61][N:62]=2)[CH2:53][CH2:52][CH2:51][C:50]2[CH:49]=[C:48]([C:54]([O:56][CH3:57])=[O:55])[CH:47]=[CH:46][C:45]1=2 |f:3.4,7.8.9|. Reported procedure: To a solution of Pd(OAc)2 (45 mg, 0.2 mmol) in 1,4-dioxane (20 mL) was added butyldi-1-adamantylphosphine (143 mg, 0.4 mmol) and the mixture was stirred at under nitrogen for 10 minutes, during which time a yellow slurry developed. Then 6-bromo-N-(4-methoxypyridin-2-yl)-4-methylpyridin-2-amine (410 mg, 1.4 mmol), methyl 5-hydroxy-5-(thiazol-2-yl)-5,6,7,8-tetrahydronaphthalene-2-carboxylate (289 mg, 1 mmol), CsF (456 mg, 3 mmol), pivalic acid (153 mg, 1.5 mmol) and 1,4-dioxane (10 mL) were added....